Dataset: the Open Reaction Database (ORD), a public repository of structured organic reaction records. Task: describe an organic reaction: reactants, conditions, products, and yield The reactants are FC1=CC=C(C=C1)C(C(C)C1=NN=NN1C)(O)C1=CC=C(C=C1)F (1,1-bis(4-fluorophenyl)-2-(1-methyl-1H-tetrazol-5-yl)propanol), O.C1(=CC=C(C=C1)S(=O)(=O)O)C (p-toluene sulfonic acid monohydrate), O (water). The solvent is C=1(C(=CC=CC1)C)C (xylene). Yields the product FC1=CC=C(C=C1)C(=C(C)C1=NN=NN1C)C1=CC=C(C=C1)F (1,1-Bis(4-fluorophenyl)-2-(1-methyl-1H-tetrazol-5-yl)-1-propene). Yield: 90.9%. RXN SMILES: [F:1][C:2]1[CH:7]=[CH:6][C:5]([C:8]([C:18]2[CH:23]=[CH:22][C:21]([F:24])=[CH:20][CH:19]=2)(O)[CH:9]([C:11]2[N:15]([CH3:16])[N:14]=[N:13][N:12]=2)[CH3:10])=[CH:4][CH:3]=1.O.C1(C)C=CC(S(O)(=O)=O)=CC=1.O>C1(C)C(C)=CC=CC=1>[F:1][C:2]1[CH:7]=[CH:6][C:5]([C:8]([C:18]2[CH:19]=[CH:20][C:21]([F:24])=[CH:22][CH:23]=2)=[C:9]([C:11]2[N:15]([CH3:16])[N:14]=[N:13][N:12]=2)[CH3:10])=[CH:4][CH:3]=1 |f:1.2|. Reported procedure: A slurry of 1,1-bis(4-fluorophenyl)-2-(1-methyl-1H-tetrazol-5-yl)propanol (8.25 g, 0.025 mole) [prepared in Step B] and 100 mg of p-toluene sulfonic acid monohydrate in xylene (60 mL) was heated to reflux with a Dean & Stark water collecting apparatus for a period of 12 hours. The reaction mixture was washed with 1N NaOH (10 mL) while it was warm and with water (100 mL). Concentration of the organic layer gave off-white crystals of product. This was purified by recrystallization from ethanol-hex... The reactants are Cl.O1CCOCC1 (hydrogen chloride 1,4-dioxane), C(C)(C)(C)C(CN1CCC(CC1)C(=O)OCC)=O (ethyl 1-(2-tert-butyl-2-oxoethyl)piperidine-4-carboxylate). Solvent: O1CCOCC1 (1,4-dioxane). Run at temperature 60 celsius. Yields the product C(C)OC(=O)C1CCN(CC1)CC(=O)O ([4-(ethoxycarbonyl)piperidin-1-yl]acetic acid). Reaction SMILES: Cl.[O:2]1CCOCC1.C([C:12](=[O:25])[CH2:13][N:14]1[CH2:19][CH2:18][CH:17]([C:20]([O:22][CH2:23][CH3:24])=[O:21])[CH2:16][CH2:15]1)(C)(C)C>O1CCOCC1>[CH2:23]([O:22][C:20]([CH:17]1[CH2:16][CH2:15][N:14]([CH2:13][C:12]([OH:25])=[O:2])[CH2:19][CH2:18]1)=[O:21])[CH3:24] |f:0.1|. Procedure: At room temperature, 3.0 ml of 4 M hydrogen chloride/1,4-dioxane was added to 8 ml of 1,4-dioxane solution containing 543 mg of ethyl 1-(2-tert-butyl-2-oxoethyl)piperidine-4-carboxylate, and stirred at 60° C. for 8Hours. The thus formed solid was collected by filtration to obtain 300 mg of [4-(ethoxycarbonyl)piperidin-1-yl]acetic acid as a white solid. EP: 216. Reactants: FC1=CC=C(C=C1)C1=NC=C(C=N1)C1=CC=C(C=C1)[C@@H]1CC[C@H](CC1)CC (2-(4'-fluorophenyl)-5-[4'-(trans-4"-ethylcyclohexyl)phenyl] pyrimidine), FC1=CC=C(C=C1)C1=NC=C(C=N1)C1=CC=C(C=C1)[C@@H]1CC[C@H](CC1)CCCCCCC.FC1=CC=C(C=C1)C1=NC=C(C=N1)C1=CC=C(C=C1)[C@@H]1CC[C@H](CC1)CCCCCC (2-(4'-fluorophenyl)-5-[4'-(trans-4"-hexylcyclohexyl)phenyl] pyrimidine 2-(4'-fluorophenyl)-5-[4'-(trans-4"-heptylcyclohexyl)phenyl] pyrimidine). Product: FC1=CC=C(C=C1)C1=NC=C(C=N1)C1=CC=C(C=C1)[C@@H]1CC[C@H](CC1)C (2-(4'-fluorophenyl)-5-[4'-(trans-4"-methylcyclohexyl)phenyl] pyrimidine). RXN SMILES: [F:1][C:2]1[CH:7]=[CH:6][C:5]([C:8]2[N:13]=[CH:12][C:11]([C:14]3[CH:19]=[CH:18][C:17]([C@H:20]4[CH2:25][CH2:24][C@H:23]([CH2:26]C)[CH2:22][CH2:21]4)=[CH:16][CH:15]=3)=[CH:10][N:9]=2)=[CH:4][CH:3]=1.FC1C=CC(C2N=CC(C3C=CC([C@H]4CC[C@H](CCCCCCC)CC4)=CC=3)=CN=2)=CC=1.FC1C=CC(C2N=CC(C3C=CC([C@H]4CC[C@H](CCCCCC)CC4)=CC=3)=CN=2)=CC=1>>[F:1][C:2]1[CH:3]=[CH:4][C:5]([C:8]2[N:9]=[CH:10][C:11]([C:14]3[CH:19]=[CH:18][C:17]([C@H:20]4[CH2:25][CH2:24][C@H:23]([CH3:26])[CH2:22][CH2:21]4)=[CH:16][CH:15]=3)=[CH:12][N:13]=2)=[CH:6][CH:7]=1 |f:1.2|. Procedure: 2-(4'-fluorophenyl)-5-[4'-(trans-4"-ethylcyclohexyl)phenyl] pyrimidine ##STR41## 2-(4'-fluorophenyl)-5-[4'-(trans-4"-butylcyclohexyl)phenyl] pyrimidine ##STR42## 2-(4'-fluorophenyl)-5-[4'-(trans-4"-pentylcyclohexyl)phenyl] pyrimidine ##STR43## 2-(4'-fluorophenyl)-5-[4'-(trans-4"-hexylcyclohexyl)phenyl] pyrimidine 2-(4'-fluorophenyl)-5-[4'-(trans-4"-heptylcyclohexyl)phenyl] pyrimidine Reported procedure: A mixture of 3.70 g of ethyl 4-(dibenz[b,e]oxepin-11(6H)-ylidene)-1-piperidinepropionate, 9.9 ml of 2N sodium hydroxide aqueous solution and 40 ml of methanol was refluxed for 30 min and concentrated. Water was added to the residue, adjusted to pH 3 with 10% hydrochloric acid. The precipitate was collected by filtration and washed with water and ether to give 3.30 g of pale yellow crystals, which were recrystallized from a mixture of water and N,N-dimethylformamide to give 2.75 g of pale yellow ... Starting materials: C1=CC=CC=2OCC3=C(C(C21)=C2CCN(CC2)CCC(=O)OCC)C=CC=C3 (ethyl 4-(dibenz[b,e]oxepin-11(6H)-ylidene)-1-piperidinepropionate), [OH-].[Na+] (sodium hydroxide). Yield: 96.3%. Reaction SMILES: [CH:1]1[C:11]2[C:10](=[C:12]3[CH2:17][CH2:16][N:15]([CH2:18][CH2:19][C:20]([O:22]CC)=[O:21])[CH2:14][CH2:13]3)[C:9]3[CH:25]=[CH:26][CH:27]=[CH:28][C:8]=3[CH2:7][O:6][C:5]=2[CH:4]=[CH:3][CH:2]=1.[OH-].[Na+]>CO>[CH:1]1[C:11]2[C:10](=[C:12]3[CH2:17][CH2:16][N:15]([CH2:18][CH2:19][C:20]([OH:22])=[O:21])[CH2:14][CH2:13]3)[C:9]3[CH:25]=[CH:26][CH:27]=[CH:28][C:8]=3[CH2:7][O:6][C:5]=2[CH:4]=[CH:3][CH:2]=1 |f:1.2|. Solvent: CO (methanol). The product is C1=CC=CC=2OCC3=C(C(C21)=C2CCN(CC2)CCC(=O)O)C=CC=C3 (4-(Dibenz[b,e]oxepin-11(6H)-ylidene)-1-piperidinepropionic acid). Reactants: [C-]#N.[K+] (potassium cyanide), C([O-])([O-])=O.[NH4+].[NH4+] (ammonium carbonate), O1C(=CC=C1)C=O (2-furaldehyde), C(C)O (ethanol). Reaction conditions: temperature 55 celsius. Product: O1C(=CC=C1)C1C(NC(N1)=O)=O (5-(2-furyl)-hydantoin). The yield is 55.0%. As a reaction SMILES: [C-]#N.[K+].[C:4](=[O:7])([O-])[O-].[NH4+:8].[NH4+:9].[O:10]1[CH:14]=[CH:13][CH:12]=[C:11]1[CH:15]=O.[CH2:17]([OH:19])C>>[O:10]1[CH:14]=[CH:13][CH:12]=[C:11]1[CH:15]1[NH:9][C:17](=[O:19])[NH:8][C:4]1=[O:7] |f:0.1,2.3.4|. Procedure details: A mixture of powdered potassium cyanide (32.6 g, 0.5 mol), ammonium carbonate (96.0 g, 1 mol) and 2-furaldehyde (24.0 g, 0.25 mol) in 50% aqueous ethanol (650 ml) was heated at 55° C. for 6 hrs. after which the solution was concentrated to two-thirds of its initial volume. The solution was cooled in an ice-bath, acidified with concentrated HCl and left at 0° C. until the product crystallized out. Obtained were 22.7 g (0.137 mol, 55% yield) of 5-(2-furyl)-hydantoin as a tan product: mp 145°-146° ... Starting materials: C(#N)C1=C(C=C(C=C1)N(CC(=O)O)CC1CC1)C(F)(F)F (N-[4-cyano-3-(trifluoromethyl)phenyl]-N-(cyclopropylmethyl)glycine), FC1=CC=C(N)C=C1 (4-fluoroaniline). The product is C(#N)C1=C(C=C(C=C1)N(CC(=O)NC1=CC=C(C=C1)F)CC1CC1)C(F)(F)F (N2-[4-Cyano-3-(trifluoromethyl)phenyl]-N2-(cyclopropylmethyl)-N1-(4-fluorophenyl)glycinamide). As a reaction SMILES: [C:1]([C:3]1[CH:8]=[CH:7][C:6]([N:9]([CH2:14][CH:15]2[CH2:17][CH2:16]2)[CH2:10][C:11]([OH:13])=O)=[CH:5][C:4]=1[C:18]([F:21])([F:20])[F:19])#[N:2].[F:22][C:23]1[CH:29]=[CH:28][C:26]([NH2:27])=[CH:25][CH:24]=1>>[C:1]([C:3]1[CH:8]=[CH:7][C:6]([N:9]([CH2:14][CH:15]2[CH2:17][CH2:16]2)[CH2:10][C:11]([NH:27][C:26]2[CH:28]=[CH:29][C:23]([F:22])=[CH:24][CH:25]=2)=[O:13])=[CH:5][C:4]=1[C:18]([F:21])([F:20])[F:19])#[N:2]. Reported procedure: Synthesized as described for Example 91C using N-[4-cyano-3-(trifluoromethyl)phenyl]-N-(cyclopropylmethyl)glycine and 4-fluoroaniline: MS (APCI) m/z 392 (M+1). Starting materials: C1OC=2C=C(C=CC2O1)C=1C=CC2=C(C=C(CCO2)C(=O)[O-])C1 (7-(3,4-methylenedioxy-phenyl)-2,3-dihydro-1-benzoxepine-4-carboxylate), [OH-].[Na+] (sodium hydroxide), Cl (hydrochloric acid). The solvent is CO (methanol). Reaction conditions: time 20 hour. Product: C1OC=2C=C(C=CC2O1)C=1C=CC2=C(C=C(CCO2)C(=O)O)C1 (7-(3,4-methylenedioxyphenyl)-2,3-dihydro-1-benzoxepine-4-carboxylic acid). The yield is 83.7%. As a reaction SMILES: [CH2:1]1[O:9][C:8]2[CH:7]=[CH:6][C:5]([C:10]3[CH:11]=[CH:12][C:13]4[O:19][CH2:18][CH2:17][C:16]([C:20]([O-:22])=[O:21])=[CH:15][C:14]=4[CH:23]=3)=[CH:4][C:3]=2[O:2]1.[OH-].[Na+].Cl>CO>[CH2:1]1[O:9][C:8]2[CH:7]=[CH:6][C:5]([C:10]3[CH:11]=[CH:12][C:13]4[O:19][CH2:18][CH2:17][C:16]([C:20]([OH:22])=[O:21])=[CH:15][C:14]=4[CH:23]=3)=[CH:4][C:3]=2[O:2]1 |f:1.2|. Reported procedure: In methanol (5 ml) was suspended 7-(3,4-methylenedioxy-phenyl)-2,3-dihydro-1-benzoxepine-4-carboxylate (399 mg, 1.23 mmol), and to the mixture was added 1N sodium hydroxide solution (3.69 ml). The mixture was stirred at room temperature for 20 hours, and to the mixture was added 1N hydrochloric acid (3.69 ml). The mixture was concentrated under reduced pressure, and to the residue was added water. Insoluble materials were filtered, which were washed with water and diethylether and dried under re... Reactants: [N+](=O)([O-])C=1C=C(C=CC1)CC(=O)O ((3-nitrophenyl)acetic acid), CO (methanol). The reagents and catalysts are S(O)(O)(=O)=O (sulfuric acid). Conditions: temperature 50 celsius, time 14 hour. Yields the product [N+](=O)([O-])C=1C=C(C=CC1)CC(=O)OC (methyl (3-nitrophenyl)acetate). Reaction SMILES: [N+:1]([C:4]1[CH:5]=[C:6]([CH2:10][C:11]([OH:13])=[O:12])[CH:7]=[CH:8][CH:9]=1)([O-:3])=[O:2].[CH3:14]O>S(=O)(=O)(O)O>[N+:1]([C:4]1[CH:5]=[C:6]([CH2:10][C:11]([O:13][CH3:14])=[O:12])[CH:7]=[CH:8][CH:9]=1)([O-:3])=[O:2]. Procedure details: Combine (3-nitrophenyl)acetic acid (20.0 g, 110 mmol) and anhydrous methanol (125 mL). Add 7 drops of concentrated sulfuric acid. Heat to 50° C. After 14 hours, cool to ambient temperature. Evaporate in vacuo to give a residue. Partition the residue between water and diethyl ether. Separate the organic layer and extract with aqueous saturated sodium bicarbonate solution and aqueous saturated sodium chloride solution. Dry the organic layer over MgSO4 and filter. Slowly evaporate to give methyl (3... Starting materials: CN(C)C=O, O=C(O)c1cccnc1Oc1cc(F)cc(F)c1, CC(C)(O)c1ccc(CN)cc1, O, O, On1nnc2ccccc21. Yields the product CC(C)(O)c1ccc(CNC(=O)c2cccnc2Oc2cc(F)cc(F)c2)cc1. RXN SMILES: [CH3:43][N:44]([CH3:45])[CH:46]=[O:47].[F:1][c:2]1[cH:3][c:4]([O:5][c:6]2[c:7]([C:8](=[O:9])[OH:10])[cH:11][cH:12][cH:13][n:14]2)[cH:15][c:16]([F:18])[cH:17]1.[NH2:19][CH2:20][c:21]1[cH:22][cH:23][c:24]([C:27]([CH3:28])([CH3:29])[OH:30])[cH:25][cH:26]1.[OH2:31].[OH2:42].[OH:32][n:33]1[c:34]2[cH:35][cH:36][cH:37][cH:38][c:39]2[n:40][n:41]1>>[F:1][c:2]1[cH:3][c:4]([O:5][c:6]2[c:7]([C:8](=[O:10])[NH:19][CH2:20][c:21]3[cH:22][cH:23][c:24]([C:27]([CH3:28])([CH3:29])[OH:30])[cH:25][cH:26]3)[cH:11][cH:12][cH:13][n:14]2)[cH:15][c:16]([F:18])[cH:17]1. Isolated yield 99.9%. Product: FC1=CC(=C(C=C1)C(CC#N)=O)C (3-(4-fluoro-2-methylphenyl)-3-oxopropanenitrile). Starting materials: FC1=CC(=C(C(=O)OC)C=C1)C (methyl 4-fluoro-2-methylbenzoate), C(C)#N (acetonitrile), CCCCCC (hexane), [H-].[Na+] (sodium hydride). Run at temperature 70 celsius, time 16 hour. The solvent is C1CCOC1 (THF), C(C)(=O)OCC (ethyl acetate), Cl (HCl). As a reaction SMILES: CCCCCC.[H-].[Na+].[F:9][C:10]1[CH:19]=[CH:18][C:13]([C:14]([O:16]C)=O)=[C:12]([CH3:20])[CH:11]=1.[C:21](#[N:23])[CH3:22]>C(OCC)(=O)C.Cl.C1COCC1>[F:9][C:10]1[CH:19]=[CH:18][C:13]([C:14](=[O:16])[CH2:22][C:21]#[N:23])=[C:12]([CH3:20])[CH:11]=1 |f:1.2|. Procedure: To a suspension of hexane-washed sodium hydride (60% oil dispersion, 995 mg, 24.9 mmol) was added dropwise a THF solution (20 mL) of methyl 4-fluoro-2-methylbenzoate (3.8 g, 22.6 mmol) and anhydrous acetonitrile (2.4 mL, 45.2 mmol). The mixture was stirred at 70° C. for 16 h, and then cooled to rt. The resulting mixture was diluted with ethyl acetate (20 mL) and 1 N HCl (10 mL) and the layers were partitioned. The organic phase was washed with water (3×20 mL) and brine (20 mL), dried (Na2SO4), a...